Dataset: the Open Reaction Database (ORD), a public repository of structured organic reaction records. Task: describe an organic reaction: reactants, conditions, products, and yield The reactants are ClCC=1C(=NC(=CC1)C)C (3-(chloromethyl)-2,6-dimethylpyridine), N (ammonia). Procedure details: The solution of 3-(chloromethyl)-2,6-dimethylpyridine (850 mg, 5.5 mmol) in ammonia solution (10 mL) was stirred at 90° C. for 2 hours and then concentrated to give the crude product which was used for next step directly without further purification. LCMS (ESI) m/z=137.1 (M+H)+. As a reaction SMILES: Cl[CH2:2][C:3]1[C:4]([CH3:10])=[N:5][C:6]([CH3:9])=[CH:7][CH:8]=1.[NH3:11]>>[CH3:10][C:4]1[C:3]([CH2:2][NH2:11])=[CH:8][CH:7]=[C:6]([CH3:9])[N:5]=1. Product: CC1=NC(=CC=C1CN)C ((2,6-dimethylpyridin-3-yl)methanamine). The yield is 65.0%. Conditions: temperature 90 celsius, time 7 hour. Reported procedure: To a suspension of 4-(4-phenyl-4,5,6,7-tetrahydro-benzothiazol-2-ylamino)-benzoic acid methyl ester (200 mg, 0.50 mmol) in ethanol (4 mL) was added hydrazine hydrate (0.6 mL) and the mixture was stirred for 7 hours at 90° C. The formed white precipitate was filtered off, washed with ethanol and dried to yield the title compound (130 mg, 65%) as a white solid which was used without further purification in the next step. mp 297-299° C. MS ISP (m/e): 393.5 (100) (M−H)−. Reaction SMILES: CO[C:3](=[O:26])[C:4]1[CH:9]=[CH:8][C:7]([NH:10][C:11]2[S:12][C:13]3[CH2:19][CH2:18][CH2:17][CH:16]([C:20]4[CH:25]=[CH:24][CH:23]=[CH:22][CH:21]=4)[C:14]=3[N:15]=2)=[CH:6][CH:5]=1.O.[NH2:28][NH2:29].[CH2:30]([OH:32])C>>[CH3:30][O:32][C:9]1[CH:8]=[C:7]([NH:10][C:11]2[S:12][C:13]3[CH2:19][CH2:18][CH2:17][CH:16]([C:20]4[CH:21]=[CH:22][CH:23]=[CH:24][CH:25]=4)[C:14]=3[N:15]=2)[CH:6]=[CH:5][C:4]=1[C:3]([NH:28][NH2:29])=[O:26] |f:1.2|. Yields the product COC1=C(C(=O)NN)C=CC(=C1)NC=1SC2=C(N1)C(CCC2)C2=CC=CC=C2 (2-Methoxy-4-(4-phenyl-4,5,6,7-tetrahydro-benzothiazol-2-ylamino)-benzoic acid hydrazide). The reactants are COC(C1=CC=C(C=C1)NC=1SC2=C(N1)C(CCC2)C2=CC=CC=C2)=O (4-(4-phenyl-4,5,6,7-tetrahydro-benzothiazol-2-ylamino)-benzoic acid methyl ester), C(C)O (ethanol), O.NN (hydrazine hydrate). The reactants are COCC(C)Oc1cc(Oc2ccc(F)cc2)cc(C(=O)O)c1, CCOC(=O)Cc1csc(N)n1. The product is CCOC(=O)Cc1csc(NC(=O)c2cc(Oc3ccc(F)cc3)cc(OC(C)COC)c2)n1. RXN SMILES: [CH3:1][O:2][CH2:3][CH:4]([O:5][c:6]1[cH:7][c:8]([C:9](=[O:10])[OH:11])[cH:12][c:13]([O:15][c:16]2[cH:17][cH:18][c:19]([F:22])[cH:20][cH:21]2)[cH:14]1)[CH3:23].[NH2:24][c:25]1[s:26][cH:27][c:28]([CH2:30][C:31](=[O:32])[O:33][CH2:34][CH3:35])[n:29]1>>[CH3:1][O:2][CH2:3][CH:4]([O:5][c:6]1[cH:7][c:8]([C:9](=[O:11])[NH:24][c:25]2[s:26][cH:27][c:28]([CH2:30][C:31](=[O:32])[O:33][CH2:34][CH3:35])[n:29]2)[cH:12][c:13]([O:15][c:16]2[cH:17][cH:18][c:19]([F:22])[cH:20][cH:21]2)[cH:14]1)[CH3:23].